Dataset: the Open Reaction Database (ORD), a public repository of structured organic reaction records. Task: describe an organic reaction: reactants, conditions, products, and yield Reaction SMILES: N1C2C(=CC=C(C(O)=O)C=2)C=[CH:2]1.C1(=O)CCCCC1.[C:20]1([C:26]2[C:34]3[C:29](=[CH:30][C:31]([C:35]([OH:37])=[O:36])=[CH:32][CH:33]=3)[NH:28][CH:27]=2)[CH2:25][CH2:24][CH2:23][CH2:22][CH:21]=1>>[CH:20]1([C:26]2[C:34]3[C:29](=[CH:30][C:31]([C:35]([O:37][CH3:2])=[O:36])=[CH:32][CH:33]=3)[NH:28][CH:27]=2)[CH2:25][CH2:24][CH2:23][CH2:22][CH2:21]1. Yields the product C1(CCCCC1)C1=CNC2=CC(=CC=C12)C(=O)OC (methyl 3-cyclohexanyl-1H-indole-6-carboxylate). Reported procedure: Condensation of 1H-indole-6-carboxylic acid with cyclohexanone under basic conditions can generate 3-cyclohexenyl-1H-indole-6-carboxylic acid. This indole ester can be subjected to sequential reduction and esterification to provide methyl 3-cyclohexanyl-1H-indole-6-carboxylate. Treatment of the resultant indole ester with pryridinium tribromide in a mixture of THF and chloroform can generate methyl 2-bromo-3-cyclohexanyl-1H-indole-6-carboxylate. This intermediate can be coupled with a variety of... The reactants are indole ester, N1C=CC2=CC=C(C=C12)C(=O)O (1H-indole-6-carboxylic acid), C1(CCCCC1)=O (cyclohexanone), C1(=CCCCC1)C1=CNC2=CC(=CC=C12)C(=O)O (3-cyclohexenyl-1H-indole-6-carboxylic acid). The reactants are CI (Methyl iodide), C(CCC)C=1C(NC(NC1)=S)=O (5-butyl-2,3-dihydro-2-thioxo-4(1H)-pyrimidinone), [OH-].[Na+] (sodium hydroxide). Procedure details: Methyl iodide (2.74 g) was added to a stirred solution of 5-butyl-2,3-dihydro-2-thioxo-4(1H)-pyrimidinone (3.5 g) and sodium hydroxide (0.78 g) in water (10 ml) and ethanol (20 ml) at room temperature and heated at 70° for 45 minutes. The solid which separated on standing was filtered and washed with ethanol and water to give the title compound (0.95 g) m.p. 138°-140.5°. The yield is 25.2%. The product is C(CCC)C=1C(NC(=NC1)SC)=O (5-Butyl-2-(methylthio)-4(3H)-pyrimidinone). Run in O (water), C(C)O (ethanol). RXN SMILES: [CH3:1]I.[CH2:3]([C:7]1[C:8](=[O:14])[NH:9][C:10](=[S:13])[NH:11][CH:12]=1)[CH2:4][CH2:5][CH3:6].[OH-].[Na+]>O.C(O)C>[CH2:3]([C:7]1[C:8](=[O:14])[NH:9][C:10]([S:13][CH3:1])=[N:11][CH:12]=1)[CH2:4][CH2:5][CH3:6] |f:2.3|. Reactants: ClCCl, CC(=O)Cl, [Cl-], Nc1ccc2ccccc2c1-c1c(P(=O)(c2ccccc2)c2ccccc2)ccc2ccccc12, [NH4+], c1ccncc1. Product: CC(=O)Nc1ccc2ccccc2c1-c1c(P(=O)(c2ccccc2)c2ccccc2)ccc2ccccc12. RXN SMILES: [CH2:48]([Cl:49])[Cl:50].[CH3:42][C:43]([Cl:44])=[O:45].[Cl-:46].[NH2:1][c:2]1[c:3](-[c:12]2[c:13]([P:22](=[O:23])([c:24]3[cH:25][cH:26][cH:27][cH:28][cH:29]3)[c:30]3[cH:31][cH:32][cH:33][cH:34][cH:35]3)[cH:14][cH:15][c:16]3[cH:17][cH:18][cH:19][cH:20][c:21]23)[c:4]2[cH:5][cH:6][cH:7][cH:8][c:9]2[cH:10][cH:11]1.[NH4+:47].[cH:36]1[cH:37][cH:38][n:39][cH:40][cH:41]1>>[NH:1]([c:2]1[c:3](-[c:12]2[c:13]([P:22](=[O:23])([c:24]3[cH:25][cH:26][cH:27][cH:28][cH:29]3)[c:30]3[cH:31][cH:32][cH:33][cH:34][cH:35]3)[cH:14][cH:15][c:16]3[cH:17][cH:18][cH:19][cH:20][c:21]23)[c:4]2[cH:5][cH:6][cH:7][cH:8][c:9]2[cH:10][cH:11]1)[C:43]([CH3:42])=[O:45]. Starting materials: O=C([O-])CC(O)(CC(=O)[O-])C(=O)[O-], C[NH+]1CCCCC1, C[NH+]1CCCCC1, C[NH+]1CCCCC1, CC(C)O, O=[Zn]. The product is O=C([O-])CC(O)(CC(=O)[O-])C(=O)[O-], C[NH+]1CCCCC1, C[NH+]1CCCCC1, C[NH+]1CCCCC1, [Zn]. RXN SMILES: [C:1]([CH2:2][C:3]([OH:4])([C:5](=[O:6])[O-:7])[CH2:8][C:9](=[O:10])[O-:11])(=[O:12])[O-:13].[CH3:14][NH+:15]1[CH2:16][CH2:17][CH2:18][CH2:19][CH2:20]1.[CH3:21][NH+:22]1[CH2:23][CH2:24][CH2:25][CH2:26][CH2:27]1.[CH3:28][NH+:29]1[CH2:30][CH2:31][CH2:32][CH2:33][CH2:34]1.[CH:37]([OH:38])([CH3:39])[CH3:40].[O:35]=[Zn:36]>>[C:1]([CH2:2][C:3]([OH:4])([C:5](=[O:6])[O-:7])[CH2:8][C:9](=[O:10])[O-:11])(=[O:12])[O-:13].[CH3:14][NH+:15]1[CH2:16][CH2:17][CH2:18][CH2:19][CH2:20]1.[CH3:21][NH+:22]1[CH2:23][CH2:24][CH2:25][CH2:26][CH2:27]1.[CH3:28][NH+:29]1[CH2:30][CH2:31][CH2:32][CH2:33][CH2:34]1.[Zn:36]. The reactants are ClC1=CC=C2C(=N1)C(=C(O2)C(C2CCCCC2)NC2=CC=C(C(=O)OC)C=C2)C (methyl 4-{[(5-chloro-3-methylfuro[3,2-b]pyridin-2-yl)(cyclohexyl)methyl]amino}benzoate), C(C)O (ethanol), [OH-].[Li+] (lithium hydroxide). The solvent is O1CCCC1 (tetrahydrofuran). The product is ClC1=CC=C2C(=N1)C(=C(O2)C(C2CCCCC2)NC2=CC=C(C(=O)O)C=C2)C (4-{[(5-chloro-3-methylfuro[3,2-b]pyridin-2-yl)(cyclohexyl)methyl]amino}benzoic acid). The yield is 95.6%. Reaction SMILES: [Cl:1][C:2]1[N:7]=[C:6]2[C:8]([CH3:29])=[C:9]([CH:11]([NH:18][C:19]3[CH:28]=[CH:27][C:22]([C:23]([O:25]C)=[O:24])=[CH:21][CH:20]=3)[CH:12]3[CH2:17][CH2:16][CH2:15][CH2:14][CH2:13]3)[O:10][C:5]2=[CH:4][CH:3]=1.C(O)C.[OH-].[Li+]>O1CCCC1>[Cl:1][C:2]1[N:7]=[C:6]2[C:8]([CH3:29])=[C:9]([CH:11]([NH:18][C:19]3[CH:20]=[CH:21][C:22]([C:23]([OH:25])=[O:24])=[CH:27][CH:28]=3)[CH:12]3[CH2:17][CH2:16][CH2:15][CH2:14][CH2:13]3)[O:10][C:5]2=[CH:4][CH:3]=1 |f:2.3|. Reported procedure: To a mixture of methyl 4-{[(5-chloro-3-methylfuro[3,2-b]pyridin-2-yl)(cyclohexyl)methyl]amino}benzoate (1.31 g) synthesized above, ethanol (20 mL) and tetrahydrofuran (20 mL) was added 1N lithium hydroxide aqueous solution (20 mL), and the mixture was stirred with heating under reflux for 3 hr, and concentrated under reduced pressure. The residue was dissolved in water (40 mL), and 1N hydrochloric acid (20 mL) was added at 0° C. The resulting precipitate was collected by filtration and the obtai... Starting materials: O (Water), ClC1=NC=NC(=C1)OC (4-chloro-6-methoxy-pyrimidine), C(C)(C)(C)OC(=O)N1CCC(=CC1)B1OC(C(O1)(C)C)(C)C (4-(4,4,5,5-tetramethyl-(1,3,2)dioxaborolan-2-yl)-3,6-dihydro-2H-pyridine-1-carboxylic acid tert-butyl ester), C([O-])([O-])=O.[Na+].[Na+] (sodiumcarbonate). Reagents/catalysts: [Pd].C1(=CC=CC=C1)P(C1=CC=CC=C1)C1=CC=CC=C1.C1(=CC=CC=C1)P(C1=CC=CC=C1)C1=CC=CC=C1.C1(=CC=CC=C1)P(C1=CC=CC=C1)C1=CC=CC=C1.C1(=CC=CC=C1)P(C1=CC=CC=C1)C1=CC=CC=C1 (tetrakis(triphenylphosphine) palladium). Solvent: O1CCOCC1 (dioxane). Reaction conditions: time 15 minute. The product is C(C)(C)(C)OC(=O)N1CCC(=CC1)C1=NC=NC(=C1)OC (4-(6-Methoxy-pyrimidin-4-yl)-3,6-dihydro-2H-pyridine-1-carboxylic acid tert-butyl ester). RXN SMILES: Cl[C:2]1[CH:7]=[C:6]([O:8][CH3:9])[N:5]=[CH:4][N:3]=1.[C:10]([O:14][C:15]([N:17]1[CH2:22][CH:21]=[C:20](B2OC(C)(C)C(C)(C)O2)[CH2:19][CH2:18]1)=[O:16])([CH3:13])([CH3:12])[CH3:11].C(=O)([O-])[O-].[Na+].[Na+].O>O1CCOCC1.[Pd].C1(P(C2C=CC=CC=2)C2C=CC=CC=2)C=CC=CC=1.C1(P(C2C=CC=CC=2)C2C=CC=CC=2)C=CC=CC=1.C1(P(C2C=CC=CC=2)C2C=CC=CC=2)C=CC=CC=1.C1(P(C2C=CC=CC=2)C2C=CC=CC=2)C=CC=CC=1>[C:10]([O:14][C:15]([N:17]1[CH2:18][CH:19]=[C:20]([C:2]2[CH:7]=[C:6]([O:8][CH3:9])[N:5]=[CH:4][N:3]=2)[CH2:21][CH2:22]1)=[O:16])([CH3:13])([CH3:11])[CH3:12] |f:2.3.4,7.8.9.10.11|. Procedure: 0.5 g tetrakis(triphenylphosphine) palladium was added to 1.3 g 4-chloro-6-methoxy-pyrimidine and 4-(4,4,5,5-tetramethyl-(1,3,2)dioxaborolan-2-yl)-3,6-dihydro-2H-pyridine-1-carboxylic acid tert-butyl ester) and 9 mL 2 mol/L sodiumcarbonate in 40 mL dioxane. The reaction was stirred 15 min. under microwave conditions. Water was added and the reaction was extracted with DCM. The organic layer was dried and evaporated. The residue was purified by HPLC to give 1.44 g of the desired product.